Dataset: the Open Reaction Database (ORD), a public repository of structured organic reaction records. Task: describe an organic reaction: reactants, conditions, products, and yield Reactants: C[C@@H]1CNC(C=2N1C=1C=C(C=CC1C2)C(=O)O)=O ((4R)-4-methyl-1-oxo-1,2,3,4-tetrahydropyrazino[1,2-a]indole-7-carboxylic acid), C[C@@H]1CNC(C=2N1C=1C=C(C=CC1C2)C(=O)O)=O ((4R)-4-methyl-1-oxo-1,2,3,4-tetrahydropyrazino[1,2-a]indole-7-carboxylic acid), NC[C@@H](C)O ((2R)-1-aminopropan-2-ol). The product is C[C@H]1CNC(C=2N1C=1C=C(C=CC1C2)C(=O)O)=O ((4S)-4-methyl-1-oxo-1,2,3,4-tetrahydropyrazino[1,2-a]indole-7-carboxylic acid). As a reaction SMILES: [CH3:1][C@H:2]1[N:7]2[C:8]3[CH:9]=[C:10]([C:15]([OH:17])=[O:16])[CH:11]=[CH:12][C:13]=3[CH:14]=[C:6]2[C:5](=[O:18])[NH:4][CH2:3]1.NC[C@H](O)C>>[CH3:1][C@@H:2]1[N:7]2[C:8]3[CH:9]=[C:10]([C:15]([OH:17])=[O:16])[CH:11]=[CH:12][C:13]=3[CH:14]=[C:6]2[C:5](=[O:18])[NH:4][CH2:3]1. Procedure: This compound is synthesized using the similar procedure used to prepare (4R)-4-methyl-1-oxo-1,2,3,4-tetrahydropyrazino[1,2-a]indole-7-carboxylic acid (Intermediate C), replacing (2S)-1-aminopropan-2-ol with (2R)-1-aminopropan-2-ol in Step 1. Starting materials: [N+](=O)([O-])C=1C(=NNC1)C1=NC2=C(N1)C=CC=C2 (2-(4-nitro-1H-pyrazol-3-yl)-1H-benzimidazole), [H][H] (hydrogen). The reagents and catalysts are [Pd] (Pd/C). The solvent is CN(C)C=O (DMF). Yields the product N1C(=NC2=C1C=CC=C2)C2=NNC=C2N (3-(1H-benzimidazol-2-yl)-1H-pyrazol-4-ylamine). Isolated yield 27.5%. RXN SMILES: [N+:1]([C:4]1[C:5]([C:9]2[NH:13][C:12]3[CH:14]=[CH:15][CH:16]=[CH:17][C:11]=3[N:10]=2)=[N:6][NH:7][CH:8]=1)([O-])=O.[H][H]>CN(C=O)C.[Pd]>[NH:13]1[C:12]2[CH:14]=[CH:15][CH:16]=[CH:17][C:11]=2[N:10]=[C:9]1[C:5]1[C:4]([NH2:1])=[CH:8][NH:7][N:6]=1. Reported procedure: A mixture of 2-(4-nitro-1H-pyrazol-3-yl)-1H-benzimidazole (1.34 g, 5.85 mmol) and 10% Pd/C (0.13 g) in DMF (200 ml) was subjected to an atmosphere of hydrogen at room temperature for 36 h. The reaction mixture was filtered through a plug of Celite and reduced in vacuo. The residue was partitioned between EtOAc and water and the organic portion dried (MgSO4), filtered and reduced in vacuo. The residue was azeotroped with toluene (3×150 ml) yielding 3-(1H-benzimidazol-2-yl)-1H-pyrazol-4-ylamine as... The reactants are FC1=C(C(=O)O)C=CC=C1OC (2-fluoro-3-methoxybenzoic acid), [H-].[H-].[H-].[H-].[Li+].[Al+3] (LiAlH4). Solvent: C(C)OCC (ethyl ether). Reaction conditions: temperature 80 celsius, time 1 hour. Yields the product FC1=C(C=CC=C1OC)CO ((2-Fluoro-3-methoxyphenyl)methanol). Yield: 101.5%. RXN SMILES: [F:1][C:2]1[C:10]([O:11][CH3:12])=[CH:9][CH:8]=[CH:7][C:3]=1[C:4](O)=[O:5].[H-].[H-].[H-].[H-].[Li+].[Al+3]>C(OCC)C>[F:1][C:2]1[C:10]([O:11][CH3:12])=[CH:9][CH:8]=[CH:7][C:3]=1[CH2:4][OH:5] |f:1.2.3.4.5.6|. Procedure: To a mixture of 2-fluoro-3-methoxybenzoic acid (14.5 g, 85.2 mmol) in dry ethyl ether (300 mL) at 0° C., LiAlH4 (9.3 g, 245 mmol) was added over a 20 min period. The resulting mixture was heated at 80° C. for 20 min and then stirred at room temperature for 1 h. The mixture was carefully quenched with 15% NaOH (10 mL) at 0° C., and water (100 mL) was added. The mixture was extracted with ethyl acetate (3×100 mL), and the combined organic layers were dried (Na2SO4) and concentrated in vacuo to giv... Reactants: NC=1N=C(NC(C1N=O)=O)C1=C(C=CC(=C1)SC(C)(C)C)OCCC (4-Amino-5-nitroso-2-(2-propoxy-5-t-butylthiophenyl)-pyrimid-6-one), C(C)O (ethanol), S(=O)([O-])S(=O)[O-].[Na+].[Na+] (sodium dithionite). Solvent: O (water), O (water). Conditions: time 2 minute. Yields the product NC=1N=C(NC(C1N)=O)C1=C(C=CC(=C1)SC(C)(C)C)OCCC (4,5-diamino-2-(2-propoxy-5-t-butylthiophenyl)-pyrimid-6-one). RXN SMILES: [NH2:1][C:2]1[N:3]=[C:4]([C:11]2[CH:16]=[C:15]([S:17][C:18]([CH3:21])([CH3:20])[CH3:19])[CH:14]=[CH:13][C:12]=2[O:22][CH2:23][CH2:24][CH3:25])[NH:5][C:6](=[O:10])[C:7]=1[N:8]=O.C(O)C.S(S([O-])=O)([O-])=O.[Na+].[Na+]>O>[NH2:1][C:2]1[N:3]=[C:4]([C:11]2[CH:16]=[C:15]([S:17][C:18]([CH3:19])([CH3:20])[CH3:21])[CH:14]=[CH:13][C:12]=2[O:22][CH2:23][CH2:24][CH3:25])[NH:5][C:6](=[O:10])[C:7]=1[NH2:8] |f:2.3.4|. Reported procedure: 4-Amino-5-nitroso-2-(2-propoxy-5-t-butylthiophenyl)-pyrimid-6-one (6.5 g.) (see Reference Example 7) was dissolved in boiling ethanol (150 ml.), and the solution was added all at once to a solution of sodium dithionite (26 g.) in water (150 ml.) at 80° C. The mixture immediately turned yellow. After 2 minutes, the mixture was cooled to room temperature and diluted with water (700 ml.), and then it was left to stand in an ice bath for 1 hour. The solid formed [4,5-diamino-2-(2-propoxy-5-t-butylth... The reactants are C(C)(C)(C)C1=CC(=C(C(=C1O)C)CNCCCCCCCCCCCCCCCCCC)C (6-t-butyl-3-(octadecylaminomethyl)-2,4-dimethylphenol), C1(=CC=C(C=C1)S(=O)(=O)Cl)C1=CC=C(C=C1)S(=O)(=O)Cl (4,4'-biphenyldisulfonyl chloride), [OH-].[Na+] (caustic soda). Run in CC(=O)C (acetone), O (water), O (water). Run at temperature 35 celsius. Product: C(C)(C)(C)C1=C(C(=C(CN(S(=O)(=O)C2=CC=C(C=C2)C2=CC=C(C=C2)S(=O)(=O)N(CCCCCCCCCCCCCCCCCC)CC2=C(C(=C(C=C2C)C(C)(C)C)O)C)CCCCCCCCCCCCCCCCCC)C(=C1)C)C)O (N,N'-Bis(4-t-butyl-3-hydroxy-2,6-dimethylbenzyl)-N,N'-Dioctadecyl-4,4'-Biphenyldisulfonamide). Yield: 76.8%. RXN SMILES: [C:1]([C:5]1[C:10]([OH:11])=[C:9]([CH3:12])[C:8]([CH2:13][NH:14][CH2:15][CH2:16][CH2:17][CH2:18][CH2:19][CH2:20][CH2:21][CH2:22][CH2:23][CH2:24][CH2:25][CH2:26][CH2:27][CH2:28][CH2:29][CH2:30][CH2:31][CH3:32])=[C:7]([CH3:33])[CH:6]=1)([CH3:4])([CH3:3])[CH3:2].[C:34]1([C:44]2[CH:49]=[CH:48][C:47]([S:50](Cl)(=[O:52])=[O:51])=[CH:46][CH:45]=2)[CH:39]=[CH:38][C:37]([S:40](Cl)(=[O:42])=[O:41])=[CH:36][CH:35]=1.[OH-:54].[Na+]>CC(C)=O.O>[C:1]([C:5]1[CH:10]=[C:9]([CH3:12])[C:8]([CH2:13][N:14]([CH2:15][CH2:16][CH2:17][CH2:18][CH2:19][CH2:20][CH2:21][CH2:22][CH2:23][CH2:24][CH2:25][CH2:26][CH2:27][CH2:28][CH2:29][CH2:30][CH2:31][CH3:32])[S:40]([C:37]2[CH:38]=[CH:39][C:34]([C:44]3[CH:49]=[CH:48][C:47]([S:50]([N:14]([CH2:13][C:8]4[C:7]([CH3:33])=[CH:6][C:5]([C:1]([CH3:4])([CH3:3])[CH3:2])=[C:10]([OH:11])[C:9]=4[CH3:12])[CH2:15][CH2:16][CH2:17][CH2:18][CH2:19][CH2:20][CH2:21][CH2:22][CH2:23][CH2:24][CH2:25][CH2:26][CH2:27][CH2:28][CH2:29][CH2:30][CH2:31][CH3:32])(=[O:52])=[O:51])=[CH:46][CH:45]=3)=[CH:35][CH:36]=2)(=[O:42])=[O:41])=[C:7]([CH3:33])[C:6]=1[OH:54])([CH3:2])([CH3:4])[CH3:3] |f:2.3|. Reported procedure: To a stirred solution of 6-t-butyl-3-(octadecylaminomethyl)-2,4-dimethylphenol (9.18 grams; 0.02 mole) in acetone (80 mls) at 35° C. there is added 4,4'-biphenyldisulfonyl chloride (3.5 grams; 0.01 mole) over a period of 20 minutes while maintaining the temperature at 35° C. The mixture is stirred for an additional hour at 35° C. and a solution of 50% caustic soda (1.6 grams; 0.02 mole) in water (8 mls) is added to the reaction mixture which is then allowed to stir at room temperature for 20 hou...